Dataset: the Open Reaction Database (ORD), a public repository of structured organic reaction records. Task: describe an organic reaction: reactants, conditions, products, and yield The reactants are C=C.C=CC (ethylene/propylene), glass, ICCC=C (1-iodo-3-butene), V(acetylacetonate)3, [Al](CC)(CC)I (AlEt2I). Run in C1(=CC=CC=C1)C (toluene). The product is C=C.C=CC.ICCC=C (ethylene/propylene 1-iodo-3-butene). As a reaction SMILES: [I:1][CH2:2][CH2:3][CH:4]=[CH2:5].[Al](I)(CC)CC.C=C.[CH2:14]=[CH:15][CH3:16]>C1(C)C=CC=CC=1>[CH2:2]=[CH2:3].[CH2:14]=[CH:15][CH3:16].[I:1][CH2:2][CH2:3][CH:4]=[CH2:5] |f:2.3,5.6.7|. Procedure details: Into a 2 liter glass autoclave heated at the desidered temperature, toluene, 1-iodo-3-butene, V(acetylacetonate)3 and AlEt2I were introduced under nitrogen flow. A continuous constant ratio ethylene/propylene flow was then introduced. Reactants: N1C=CC2=CC(=CC=C12)CN1C(=NC=2C1=NC(=CC2C)C)CC (3-(5-indolyl)methyl-5,7-dimethyl-2-ethyl-3H-imidazo[4,5-b]pyridine), [H-].[Na+] (NaH), C1(C=2C(C(=O)O1)=CC=CC2)=O (phthalic anhydride). Run in CN(C)C=O (DMF). Reaction conditions: time 16 hour. Yields the product C(=O)(O)C1=C(C(=O)N2C=CC3=CC(=CC=C23)CN2C(=NC=3C2=NC(=CC3C)C)CC)C=CC=C1 (3-[N-(2-carboxybenzoyl)-5-indolyl]methyl-5,7-dimethyl-2-ethyl-3H-imidazo[4,5-b]pyridine). Yield: 46.9%. RXN SMILES: [NH:1]1[C:9]2[C:4](=[CH:5][C:6]([CH2:10][N:11]3[C:15]4=[N:16][C:17]([CH3:21])=[CH:18][C:19]([CH3:20])=[C:14]4[N:13]=[C:12]3[CH2:22][CH3:23])=[CH:7][CH:8]=2)[CH:3]=[CH:2]1.[H-].[Na+].[C:26]1(=[O:36])[O:31][C:29](=[O:30])[C:28]2=[CH:32][CH:33]=[CH:34][CH:35]=[C:27]12>CN(C=O)C>[C:29]([C:28]1[CH:32]=[CH:33][CH:34]=[CH:35][C:27]=1[C:26]([N:1]1[C:9]2[C:4](=[CH:5][C:6]([CH2:10][N:11]3[C:15]4=[N:16][C:17]([CH3:21])=[CH:18][C:19]([CH3:20])=[C:14]4[N:13]=[C:12]3[CH2:22][CH3:23])=[CH:7][CH:8]=2)[CH:3]=[CH:2]1)=[O:36])([OH:31])=[O:30] |f:1.2|. Reported procedure: To a solution of the product of Step A (75 mg, 0.25 mmol) in 3 mL of DMF was added 11 mg (0.27 mmol, 1.1 eq) of 60% NaH, followed by 45 mg (0.30 mmol, 1.2 eq) of phthalic anhydride. This mixture was stirred for 16 hours and the DMF removed in vacuo. The resultant oil was flash column chromatographed with 15% of (10/1) mixture of methanol/NH4OH in CHCl3 to yield the titled compound (53 mg, 47%). The reactants are ClC=1C=C(C=CC1Cl)NC1=NC2=C(C=C(C=C2C(=N1)O)[N+](=O)[O-])Br (2-((3,4-dichlorophenyl)amino)-8-bromo-6-nitroquinazolin-4-ol), C(=C)C1=CC=C(C(=O)O)C=C1 (4-vinylbenzoic acid), C(C)(C)N(C(C)C)CC (N,N-diisopropylethylamine), C1(=C(C=CC=C1)P(C1=C(C=CC=C1)C)C1=C(C=CC=C1)C)C (tri-o-tolylphosphine). Reagents/catalysts: C(C)(=O)[O-].[Pd+2].C(C)(=O)[O-] (palladium acetate). Run in CN(C=O)C (N,N-dimethylformamide). Conditions: temperature 120 celsius. Product: ClC=1C=C(C=CC1Cl)NC1=NC2=C(C=C(C=C2C(=N1)O)[N+](=O)[O-])/C=C/C1=CC=C(C(=O)O)C=C1 (4-((1E)-2-(2-((3,4-Dichlorophenyl)amino)-4-hydroxy-6-nitroquinazolin-8-yl)vinyl)benzoic acid). The yield is 62.3%. Reaction SMILES: [Cl:1][C:2]1[CH:3]=[C:4]([NH:9][C:10]2[N:19]=[C:18]([OH:20])[C:17]3[C:12](=[C:13](Br)[CH:14]=[C:15]([N+:21]([O-:23])=[O:22])[CH:16]=3)[N:11]=2)[CH:5]=[CH:6][C:7]=1[Cl:8].[CH:25]([C:27]1[CH:35]=[CH:34][C:30]([C:31]([OH:33])=[O:32])=[CH:29][CH:28]=1)=[CH2:26].C1(C)C=CC=CC=1P(C1C=CC=CC=1C)C1C=CC=CC=1C.C(N(CC)C(C)C)(C)C>CN(C)C=O.C([O-])(=O)C.[Pd+2].C([O-])(=O)C>[Cl:1][C:2]1[CH:3]=[C:4]([NH:9][C:10]2[N:19]=[C:18]([OH:20])[C:17]3[C:12](=[C:13](/[CH:26]=[CH:25]/[C:27]4[CH:35]=[CH:34][C:30]([C:31]([OH:33])=[O:32])=[CH:29][CH:28]=4)[CH:14]=[C:15]([N+:21]([O-:23])=[O:22])[CH:16]=3)[N:11]=2)[CH:5]=[CH:6][C:7]=1[Cl:8] |f:5.6.7|. Procedure: To a solution of 2-((3,4-dichlorophenyl)amino)-8-bromo-6-nitroquinazolin-4-ol (50 mg) in N,N-dimethylformamide (2 mL) was added 4-vinylbenzoic acid (35 mg), followed by palladium acetate (2.6 mg), tri-o-tolylphosphine (7.1 mg) and N,N-diisopropylethylamine (0.24 mL). The reaction mixture was heated at 120° C. for 24 h, then was cooled to room temperature and concentrated in vacuo. The residue was triturated with 50% (v/v) methanol/dichloromethane (2 mL). The resulting solid was isolated by filtr... Starting materials: C(=O)C1=CC=C(C(=O)O)C=C1 (4-formyl benzoic acid), CCN(C(C)C)C(C)C (DIPEA), OC(=O)C(F)(F)F.NCC(=O)N1CCN(CC1)C(C1=C(C=CC=C1)C(F)(F)F)=O (2-amino-1-[4-(2-trifluoromethyl-benzoyl)-piperazin-1-yl]-ethanone TFA salt), C=1C=CC2=C(C1)N=NN2O (HOBT), CCN=C=NCCCN(C)C.Cl (EDCI.HCl). Solvent: O (water), CN(C)C=O (DMF). Run at time 2 minute. The product is C(=O)C1=CC=C(C(=O)NCC(N2CCN(CC2)C(C2=C(C=CC=C2)C(F)(F)F)=O)=O)C=C1 (4-formyl-N-{2-oxo-2-[4-(2-trifluoromethyl-benzoyl)-piperazin-1-yl]-ethyl}-benzamide). Isolated yield 44.7%. As a reaction SMILES: CCN(C(C)C)C(C)C.OC(C(F)(F)F)=O.[NH2:17][CH2:18][C:19]([N:21]1[CH2:26][CH2:25][N:24]([C:27](=[O:38])[C:28]2[CH:33]=[CH:32][CH:31]=[CH:30][C:29]=2[C:34]([F:37])([F:36])[F:35])[CH2:23][CH2:22]1)=[O:20].C1C=CC2N(O)N=NC=2C=1.CCN=C=NCCCN(C)C.Cl.[CH:61]([C:63]1[CH:71]=[CH:70][C:66]([C:67](O)=[O:68])=[CH:65][CH:64]=1)=[O:62]>CN(C=O)C.O>[CH:61]([C:63]1[CH:71]=[CH:70][C:66]([C:67]([NH:17][CH2:18][C:19](=[O:20])[N:21]2[CH2:22][CH2:23][N:24]([C:27](=[O:38])[C:28]3[CH:33]=[CH:32][CH:31]=[CH:30][C:29]=3[C:34]([F:37])([F:35])[F:36])[CH2:25][CH2:26]2)=[O:68])=[CH:65][CH:64]=1)=[O:62] |f:1.2,4.5|. Reported procedure: DIPEA (77 mg, 0.60 mmol) was added to a stirred solution of 2-amino-1-[4-(2-trifluoromethyl-benzoyl)-piperazin-1-yl]-ethanone TFA salt (103 mg, 0.24 mmol) in DMF (0.5 mL). HOBT (32 mg, 0.24 mmol) and EDCI.HCl (45 mg, 0.24 mmol) were then added at room temperature. After 2 minutes, 4-formyl benzoic acid (30 mg, 0.20 mmol) was added and the resulting mixture was stirred at room temperature for 4 hrs. Cold water was then added and the product was extracted with EtOAc and the organic layer was washe...